From a dataset of the Open Reaction Database (ORD), a public repository of structured organic reaction records. describe an organic reaction: reactants, conditions, products, and yield Reactants: Fc1ccc(Br)cn1, CC(C)(C)N1CCNCC1, CC(C)(C)[O-], CCOC(C)=O, Cc1ccccc1, [Na+], O=C(C=Cc1ccccc1)C=Cc1ccccc1, O=C(C=Cc1ccccc1)C=Cc1ccccc1, O=C(C=Cc1ccccc1)C=Cc1ccccc1, [Pd], [Pd]. The product is CC(C)(C)N1CCN(c2ccc(F)nc2)CC1. As a reaction SMILES: [Br:11][c:12]1[cH:13][cH:14][c:15]([F:18])[n:16][cH:17]1.[C:1]([CH3:2])([CH3:3])([CH3:4])[N:5]1[CH2:6][CH2:7][NH:8][CH2:9][CH2:10]1.[CH3:19][C:20]([CH3:21])([O-:22])[CH3:23].[CH3:25][CH2:26][O:27][C:28](=[O:29])[CH3:30].[CH3:31][c:32]1[cH:33][cH:34][cH:35][cH:36][cH:37]1.[Na+:24].[O:40]=[C:41]([CH:42]=[CH:43][c:44]1[cH:45][cH:46][cH:47][cH:48][cH:49]1)[CH:50]=[CH:51][c:52]1[cH:53][cH:54][cH:55][cH:56][cH:57]1.[O:58]=[C:59]([CH:60]=[CH:61][c:62]1[cH:63][cH:64][cH:65][cH:66][cH:67]1)[CH:68]=[CH:69][c:70]1[cH:71][cH:72][cH:73][cH:74][cH:75]1.[O:76]=[C:77]([CH:78]=[CH:79][c:80]1[cH:81][cH:82][cH:83][cH:84][cH:85]1)[CH:86]=[CH:87][c:88]1[cH:89][cH:90][cH:91][cH:92][cH:93]1.[Pd:38].[Pd:39]>>[C:1]([CH3:2])([CH3:3])([CH3:4])[N:5]1[CH2:6][CH2:7][N:8]([c:12]2[cH:13][cH:14][c:15]([F:18])[n:16][cH:17]2)[CH2:9][CH2:10]1. Starting materials: Fc1cc(CBr)cc(F)c1F, Nc1cc[nH]n1. Yields the product Nc1ccn(Cc2cc(F)c(F)c(F)c2)n1. Reaction SMILES: [F:7][c:8]1[cH:9][c:10]([CH2:11][Br:12])[cH:13][c:14]([F:17])[c:15]1[F:16].[NH2:1][c:2]1[n:3][nH:4][cH:5][cH:6]1>>[NH2:1][c:2]1[n:3][n:4]([CH2:11][c:10]2[cH:9][c:8]([F:7])[c:15]([F:16])[c:14]([F:17])[cH:13]2)[cH:5][cH:6]1.